From a dataset of the Open Reaction Database (ORD), a public repository of structured organic reaction records. describe an organic reaction: reactants, conditions, products, and yield Reaction SMILES: [C:1]([O:2][C:3](=[O:4])[NH:8][c:9]1[c:10](=[O:34])[n:11]([CH2:19][c:20]2[cH:21][cH:22][c:23](-[c:26]3[c:27]([C:32]#[N:33])[cH:28][cH:29][cH:30][cH:31]3)[cH:24][cH:25]2)[c:12]([CH2:15][CH2:16][CH2:17][CH3:18])[cH:13][cH:14]1)([CH3:5])([CH3:6])[CH3:7].[ClH:35].[O:36]1[CH2:37][CH2:38][O:39][CH2:40][CH2:41]1>>[ClH:35].[NH2:8][c:9]1[c:10](=[O:34])[n:11]([CH2:19][c:20]2[cH:21][cH:22][c:23](-[c:26]3[c:27]([C:32]#[N:33])[cH:28][cH:29][cH:30][cH:31]3)[cH:24][cH:25]2)[c:12]([CH2:15][CH2:16][CH2:17][CH3:18])[cH:13][cH:14]1. Product: Cl, CCCCc1ccc(N)c(=O)n1Cc1ccc(-c2ccccc2C#N)cc1. The reactants are CCCCc1ccc(NC(=O)OC(C)(C)C)c(=O)n1Cc1ccc(-c2ccccc2C#N)cc1, Cl, C1COCCO1.